This data is from the Open Reaction Database (ORD), a public repository of structured organic reaction records. The task is: describe an organic reaction: reactants, conditions, products, and yield Starting materials: FC=1C=CC(=C(C1)NC1=CC(=CC=C1)F)[N+](=O)[O-] ((5-Fluoro-2-nitrophenyl)-(3-fluorophenyl)amine). The solvent is CCOC(=O)C (EtOAc). Reaction conditions: time 8 hour. Yields the product FC=1C=C(C(=CC1)N)NC1=CC(=CC=C1)F (4-Fluoro-N2-(3-fluorophenyl)benzene-1,2-diamine). As a reaction SMILES: [F:1][C:2]1[CH:3]=[CH:4][C:5]([N+:16]([O-])=O)=[C:6]([NH:8][C:9]2[CH:14]=[CH:13][CH:12]=[C:11]([F:15])[CH:10]=2)[CH:7]=1>CCOC(C)=O>[F:1][C:2]1[CH:7]=[C:6]([NH:8][C:9]2[CH:14]=[CH:13][CH:12]=[C:11]([F:15])[CH:10]=2)[C:5]([NH2:16])=[CH:4][CH:3]=1. Procedure: (5-Fluoro-2-nitrophenyl)-(3-fluorophenyl)amine (2.79 g, 11.16 mmol) was dissolved in EtOAc (110 mL) and the flask evacuated and flushed with nitrogen gas. 10% Pd/C (0.3 g) was added and the reaction mixture stirred under an atmosphere of hydrogen gas, at RT overnight. A further amount of 10% Pd/C (0.3 g) was added and the reaction mixture stirred under an atmosphere of hydrogen gas for an further 2 h. The resultant mixture was filtered through Celite® and the filtrate concentrated in vacuo to af... Starting materials: S1C=CC2=C1NC=CC2=O (thieno[2,3-b]pyridin-4(7H)-one), [N+](=O)(O)[O-] (nitric acid). The solvent is C(CC)(=O)O (propionic acid). Conditions: temperature 130 celsius, time 1 hour. Yields the product [N+](=O)([O-])C=1C(C2=C(NC1)SC=C2)=O (5-Nitrothieno[2,3-b]pyridin-4(7H)-one). Yield: 77.1%. RXN SMILES: [S:1]1[C:5]2[NH:6][CH:7]=[CH:8][C:9](=[O:10])[C:4]=2[CH:3]=[CH:2]1.[N+:11]([O-])([OH:13])=[O:12]>C(O)(=O)CC>[N+:11]([C:8]1[C:9](=[O:10])[C:4]2[CH:3]=[CH:2][S:1][C:5]=2[NH:6][CH:7]=1)([O-:13])=[O:12]. Reported procedure: To a solution of 3.4 g of thieno[2,3-b]pyridin-4(7H)-one 5 in 105 ml of propionic acid is added 2.79 g of concentrated nitric acid (d=1.38) at 100° C., and then the mixture is stirred at 130° C. (bath temperature) for 1 hour. After cooling the reaction mixture, the resulting precipitate is collected by filtration and washed successively with water, methanol and acetone to afford 3.4 g (77%) of Compound 6 as pale yellow crytals melting at 288°-291° C. Reactants: C(C)N(C(C1=C(C(=CC=C1)C)C)=O)CC (N,N-diethyl-2,3-dimethylbenzamide), OC1CN(CC1)CCC#N (3-(3-hydroxypyrrolidin-1-yl)propionitrile). Yields the product OC1CN(CC1)CCC=1NC(C2=CC=CC=C2C1)=O (3-[2-(3-hydroxypyrrolidin-1-yl)ethyl]-2H-isoquinolin-1-one). The yield is 13.5%. As a reaction SMILES: C([N:3]([CH2:14][CH3:15])[C:4](=[O:13])[C:5]1[CH:10]=[CH:9][CH:8]=[C:7](C)[C:6]=1[CH3:12])C.[OH:16][CH:17]1[CH2:21][CH2:20][N:19]([CH2:22]CC#N)[CH2:18]1>>[OH:16][CH:17]1[CH2:21][CH2:20][N:19]([CH2:22][CH2:15][C:14]2[NH:3][C:4](=[O:13])[C:5]3[C:6]([CH:12]=2)=[CH:7][CH:8]=[CH:9][CH:10]=3)[CH2:18]1. Procedure: By the reaction in the same manner as in Example 1a, using N,N-diethyl-2,3-dimethylbenzamide (4.347 g) and 3-(3-hydroxypyrrolidin-1-yl)propionitrile (1.6 g), 3-[2-(3-hydroxypyrrolidin-1-yl)ethyl]-2H-isoquinolin-1-one (397.6 mg) was obtained. Product: O=C1C(CC2=CC(=C(C(=C12)Cl)Cl)OCCCC(=O)O)(C)C1CCCC1 (4-(1-oxo-2-cyclopentyl-2-methyl-6,7-dichloro-5-indanyloxy)butyric acid). RXN SMILES: [CH:1]1([C:6]2([CH3:19])[CH2:14][C:13]3[C:8](=[C:9]([Cl:17])[C:10]([Cl:16])=[C:11]([OH:15])[CH:12]=3)[C:7]2=[O:18])[CH2:5][CH2:4][CH2:3][CH2:2]1.C(=O)([O-])[O-].[K+].[K+].Br[CH2:27][CH2:28][CH2:29][C:30]([O:32]CC)=[O:31].[OH-].[Na+]>O.CN(C=O)C>[O:18]=[C:7]1[C:8]2[C:13](=[CH:12][C:11]([O:15][CH2:27][CH2:28][CH2:29][C:30]([OH:32])=[O:31])=[C:10]([Cl:16])[C:9]=2[Cl:17])[CH2:14][C:6]1([CH:1]1[CH2:2][CH2:3][CH2:4][CH2:5]1)[CH3:19] |f:1.2.3,5.6|. Procedure details: By following the procedure described in Example 5, Step G, using as the reactants 2-cyclopentyl-2-methyl-5-hydroxy-6,7-dichloro-1-indanone (30.9 g., 0.1 mole), potassium carbonate (15.2 g., 0.11 mole), DMF (200 ml.), ethyl 4-bromobutyrate (23.5 g., 0.11 mole), water (200 ml.) and 10 N sodium hydroxide (40 ml.), there is obtained 4-(1-oxo-2-cyclopentyl-2-methyl-6,7-dichloro-5-indanyloxy)butyric acid. Reactants: C1(CCCC1)C1(C(C2=C(C(=C(C=C2C1)O)Cl)Cl)=O)C (2-cyclopentyl-2-methyl-5-hydroxy-6,7-dichloro-1-indanone), [OH-].[Na+] (sodium hydroxide), C([O-])([O-])=O.[K+].[K+] (potassium carbonate), BrCCCC(=O)OCC (ethyl 4-bromobutyrate). Solvent: O (water), CN(C)C=O (DMF). Starting materials: COC(C1=CC(=C(C=C1)C)N1CCC2(OCCO2)CC1)=O (3-(1,4-Dioxa-8-aza-spiro[4.5]dec-8-yl)-4-methyl-benzoic acid methyl ester), [OH-].[Li+] (lithium hydroxide). Solvent: mixed solvent. Run at time 6 hour. The product is O1CCOC12CCN(CC2)C=2C=C(C(=O)O)C=CC2C (3-(1,4-Dioxa-8-aza-spiro[4.5]dec-8-yl)-4-methyl-benzoic acid). Reaction SMILES: C[O:2][C:3](=[O:21])[C:4]1[CH:9]=[CH:8][C:7]([CH3:10])=[C:6]([N:11]2[CH2:20][CH2:19][C:14]3([O:18][CH2:17][CH2:16][O:15]3)[CH2:13][CH2:12]2)[CH:5]=1.[OH-].[Li+]>>[O:15]1[C:14]2([CH2:19][CH2:20][N:11]([C:6]3[CH:5]=[C:4]([CH:9]=[CH:8][C:7]=3[CH3:10])[C:3]([OH:21])=[O:2])[CH2:12][CH2:13]2)[O:18][CH2:17][CH2:16]1 |f:1.2|. Procedure: A solution of 3-(1,4-Dioxa-8-aza-spiro[4.5]dec-8-yl)-4-methyl-benzoic acid methyl ester (100 mg, 0.343 mmol] in 3 ml of mixed solvent [1:0.3:0.5 THF/water/methanol] was treated with lithium hydroxide (12.25 mg, 0.514 mmol]. The reaction mixture was stirred at room temperature for 6 hours, concentrated and acidified [pH=4] with 2M HCl. The precipitate obtained was filtered, washed with water and dried under vacuum. The crude material was washed with ether, air dried overnight to give desired prod... Reactants: CN (Methylamine), CO (MeOH), ClC1=NC=C(C(=C1)I)C(F)(F)F (2-chloro-4-iodo-5-(trifluoromethyl)pyridine). Solvent: CCCCCC (hexane). Run at temperature 130 celsius. Yields the product ClC1=NC=C(C(=C1)NC)C(F)(F)F (2-chloro-N-methyl-5-(trifluoromethyl)pyridin-4-amine). Yield: 31.0%. As a reaction SMILES: [CH3:1][NH2:2].CO.[Cl:5][C:6]1[CH:11]=[C:10](I)[C:9]([C:13]([F:16])([F:15])[F:14])=[CH:8][N:7]=1>CCCCCC>[Cl:5][C:6]1[CH:11]=[C:10]([NH:2][CH3:1])[C:9]([C:13]([F:16])([F:15])[F:14])=[CH:8][N:7]=1. Procedure: 2 M Methylamine in MeOH (11.6 mL, 23.2 mmol) was added to 2-chloro-4-iodo-5-(trifluoromethyl)pyridine (357 mg, 1.16 mmol) and the mixture was heated in a microwave reactor at 130° C. for 1 hour. The mixture was concentrated in vacuo. Preparative thin-layer chromatography, eluting with 20% EtOAc:hexane, gave 2-chloro-N-methyl-5-(trifluoromethyl)pyridin-4-amine (77 mg, 0.363 mmol, 31% yield). The reactants are [N+](=O)([O-])[O-].[Bi+3].[N+](=O)([O-])[O-].[N+](=O)([O-])[O-] (bismuth nitrate), N.N.N.N.N.N.O.O.O.O.O.O.O.O.O.O.O.O.O.O.O.O.O.O.O.O.O.O.O.O.[Mo].[Mo].[Mo].[Mo].[Mo].[Mo].[Mo] (ammonium heptamolybdate), Bi(NO3)3.5H2O, [N+](=O)(O)[O-] (HNO3), (NH4)Mo7O24.4H2O, [NH4+].[OH-] (NH4OH). Run in O (H2O). Conditions: time 1 hour. The product is [O-2].[O-2].[O-2].[O-2].[O-2].[O-2].[O-2].[O-2].[O-2].[Mo].[Mo].[Bi+3].[Bi+3] (bismuth molybdate). RXN SMILES: [N+]([O-])(O)=[O:2].[N+]([O-])([O-])=[O:6].[Bi+3:9].[N+]([O-])([O-])=[O:11].[N+]([O-])([O-])=[O:15].N.N.N.N.N.N.[OH2:24].O.O.O.O.O.O.O.O.O.O.O.O.O.O.O.O.O.O.O.O.O.O.O.[Mo:48].[Mo].[Mo].[Mo].[Mo].[Mo].[Mo].[NH4+].[OH-]>O>[O-2:2].[O-2:6].[O-2:11].[O-2:15].[O-2:24].[O-2:2].[O-2:2].[O-2:2].[O-2:2].[Mo:48].[Mo:48].[Bi+3:9].[Bi+3:9] |f:1.2.3.4,5.6.7.8.9.10.11.12.13.14.15.16.17.18.19.20.21.22.23.24.25.26.27.28.29.30.31.32.33.34.35.36.37.38.39.40.41,42.43,45.46.47.48.49.50.51.52.53.54.55.56.57|. Procedure: 14.55 g Bi(NO3)3.5H2O was dissolved in 100 ml. of a 10 percent HNO3 aqueous solution. 7.95 g of (NH4)Mo7O24.4H2O was dissolved in 100 ml. H2O with heating. The bismuth nitrate solution was then slowly added to the ammonium heptamolybdate solution with constant stirring. The pH was then adjusted to 2.5 to 3 by the addition of NH4OH. The mixture was stirred for about one hour, thereby yielding a bismuth molybdate slurry. The reactants are ClCc1ccccc1Cl, [K+], [K+], O=C([O-])[O-], C1=C(c2ccc3c(c2)OCO3)CCC(N2CCNCC2)C1. Product: Clc1ccccc1CN1CCN(C2CC=C(c3ccc4c(c3)OCO4)CC2)CC1. As a reaction SMILES: [Cl:1][c:2]1[c:3]([CH2:4][Cl:5])[cH:6][cH:7][cH:8][cH:9]1.[K+:31].[K+:32].[O-:33][C:34]([O-:35])=[O:36].[O:10]1[CH2:11][O:12][c:13]2[c:14]1[cH:15][cH:16][c:17]([C:19]1=[CH:20][CH2:21][CH:22]([N:25]3[CH2:26][CH2:27][NH:28][CH2:29][CH2:30]3)[CH2:23][CH2:24]1)[cH:18]2>>[Cl:1][c:2]1[c:3]([CH2:4][N:28]2[CH2:27][CH2:26][N:25]([CH:22]3[CH2:21][CH:20]=[C:19]([c:17]4[cH:16][cH:15][c:14]5[c:13]([cH:18]4)[O:12][CH2:11][O:10]5)[CH2:24][CH2:23]3)[CH2:30][CH2:29]2)[cH:6][cH:7][cH:8][cH:9]1. Reported procedure: A mixture of 4-methoxybenzyl 2-[(allyloxycarbonyl)oxymethyl]benzoate (6.80 g, 19.1 mmol) obtained from Example 17-(1) and anisole (5 g) was dissolved in trifluoroacetic acid (10 ml) at room temperature. The mixture was stirred for 15 minutes, then diluted with toluene, and the solvent was distilled off under reduced pressure. The residue was washed with hexane to afford the crude title compound (3.87 g, 86%) as a colorless solid. Reaction conditions: time 15 minute. Solvent: C1(=CC=CC=C1)C (toluene), FC(C(=O)O)(F)F (trifluoroacetic acid). Yields the product C(C=C)OC(=O)OCC1=C(C(=O)O)C=CC=C1 (2-[(Allyloxycarbonyl)oxymethyl]benzoic acid). Reactants: C(C=C)OC(=O)OCC1=C(C(=O)OCC2=CC=C(C=C2)OC)C=CC=C1 (4-methoxybenzyl 2-[(allyloxycarbonyl)oxymethyl]benzoate), C1(=CC=CC=C1)OC (anisole). Yield: 85.8%. As a reaction SMILES: [CH2:1]([O:4][C:5]([O:7][CH2:8][C:9]1[CH:26]=[CH:25][CH:24]=[CH:23][C:10]=1[C:11]([O:13]CC1C=CC(OC)=CC=1)=[O:12])=[O:6])[CH:2]=[CH2:3].C1(OC)C=CC=CC=1>FC(F)(F)C(O)=O.C1(C)C=CC=CC=1>[CH2:1]([O:4][C:5]([O:7][CH2:8][C:9]1[CH:26]=[CH:25][CH:24]=[CH:23][C:10]=1[C:11]([OH:13])=[O:12])=[O:6])[CH:2]=[CH2:3].